This data is from the Open Reaction Database (ORD), a public repository of structured organic reaction records. The task is: describe an organic reaction: reactants, conditions, products, and yield Starting materials: FC(C(=O)NC1=C(C=C(C(=C1)C)C1=CC=NC=C1)OC)(F)F (2,2,2-Trifluoro-N-[5-methyl-2-(methyloxy)-4-(4-pyridinyl)phenyl]acetamide), CC(=O)O (HOAc). Reagents/catalysts: [Pt]=O (Platinum oxide). Conditions: time 24 hour. Product: C(C)(=O)O.FC(C(=O)NC1=C(C=C(C(=C1)C)C1CCNCC1)OC)(F)F (2,2,2-trifluoro-N-[5-methyl-2-(methyloxy)-4-(4-piperidinyl)phenyl]acetamide acetate). The yield is 98.0%. Reaction SMILES: [F:1][C:2]([F:22])([F:21])[C:3]([NH:5][C:6]1[CH:11]=[C:10]([CH3:12])[C:9]([C:13]2[CH:18]=[CH:17][N:16]=[CH:15][CH:14]=2)=[CH:8][C:7]=1[O:19][CH3:20])=[O:4].[CH3:23][C:24]([OH:26])=[O:25]>[Pt]=O>[C:24]([OH:26])(=[O:25])[CH3:23].[F:22][C:2]([F:1])([F:21])[C:3]([NH:5][C:6]1[CH:11]=[C:10]([CH3:12])[C:9]([CH:13]2[CH2:18][CH2:17][NH:16][CH2:15][CH2:14]2)=[CH:8][C:7]=1[O:19][CH3:20])=[O:4] |f:3.4|. Procedure: 2,2,2-Trifluoro-N-[5-methyl-2-(methyloxy)-4-(4-pyridinyl)phenyl]acetamide (2.37 g, 7.64 mmol) was placed in a 250 mL high pressure vessel and dissolved in 70 mL of HOAc. Platinum oxide (0.173 g, 0.76 mmol) was added followed quickly by a rubber septum. The flask was evacuated and filled with N2 six times to remove any oxygen. The vessel was then pressurized with H2 (60 psi). The solution stirred for 24 h. The vessel was evacuated and filled with N2 six times to remove any H2. The solution was fi...